Dataset: the Open Reaction Database (ORD), a public repository of structured organic reaction records. Task: describe an organic reaction: reactants, conditions, products, and yield Starting materials: C1CCNCC1, C1CCOC1, [Cl-], O=[N+]([O-])c1ccc(CCl)cc1, [NH4+]. RXN SMILES: [CH2:12]1[CH2:13][CH2:14][NH:15][CH2:16][CH2:17]1.[CH2:18]1[O:19][CH2:20][CH2:21][CH2:22]1.[Cl-:23].[Cl:1][CH2:2][c:3]1[cH:4][cH:5][c:6]([N+:9](=[O:10])[O-:11])[cH:7][cH:8]1.[NH4+:24]>>[CH2:2]([c:3]1[cH:4][cH:5][c:6]([N+:9](=[O:10])[O-:11])[cH:7][cH:8]1)[N:15]1[CH2:14][CH2:13][CH2:12][CH2:17][CH2:16]1. The product is O=[N+]([O-])c1ccc(CN2CCCCC2)cc1. Starting materials: COC([C@@H](NC([C@@H](NC(=O)OCC1=CC=CC=C1)C(C)C)=O)CC1=CC=C(C=C1)NC(=O)C1=CC=CC=C1)=O (N-benzyloxycarbonyl-L-valyl-4-(phenylcarbonylamino)-L-phenylalanine methyl ester), O.[OH-].[Li+] (lithium hydroxide monohydrate). Run in O1CCOCC1 (dioxane), O (water), O (water). Reaction conditions: time 8 hour. Product: C(C1=CC=CC=C1)OC(=O)N[C@@H](C(C)C)C(=O)N[C@@H](CC1=CC=C(C=C1)NC(=O)C1=CC=CC=C1)C(=O)O (N-Benzyloxycarbonyl-L-valyl-4-(phenylcarbonyl-amino)-L-phenylalanine). The yield is 82.2%. Reaction SMILES: C[O:2][C:3](=[O:39])[C@H:4]([CH2:23][C:24]1[CH:29]=[CH:28][C:27]([NH:30][C:31]([C:33]2[CH:38]=[CH:37][CH:36]=[CH:35][CH:34]=2)=[O:32])=[CH:26][CH:25]=1)[NH:5][C:6](=[O:22])[C@H:7]([CH:19]([CH3:21])[CH3:20])[NH:8][C:9]([O:11][CH2:12][C:13]1[CH:18]=[CH:17][CH:16]=[CH:15][CH:14]=1)=[O:10].O.[OH-].[Li+]>O1CCOCC1.O>[CH2:12]([O:11][C:9]([NH:8][C@H:7]([C:6]([NH:5][C@H:4]([C:3]([OH:39])=[O:2])[CH2:23][C:24]1[CH:25]=[CH:26][C:27]([NH:30][C:31]([C:33]2[CH:34]=[CH:35][CH:36]=[CH:37][CH:38]=2)=[O:32])=[CH:28][CH:29]=1)=[O:22])[CH:19]([CH3:21])[CH3:20])=[O:10])[C:13]1[CH:14]=[CH:15][CH:16]=[CH:17][CH:18]=1 |f:1.2.3|. Reported procedure: To a solution of N-benzyloxycarbonyl-L-valyl-4-(phenylcarbonylamino)-L-phenylalanine methyl ester (0.500 g, 0.94 mmol) in dioxane (30 ml) is added lithium hydroxide monohydrate (0.084 g, 2 mmol) in water (10 ml). The reaction is stirred at room temperature overnight. The mixture is taken off in water (20 ml) and washed twice with ethyl acetate (2×20 ml). The aqueous phase is acidified until pH ~2 with 1N hydrochloric acid and extracted three times with ethyl acetate (3×20 ml). The organic layer ... The reactants are CCOC(=O)c1cnc2c(cnn2CC)c1Cl, [K+], C1COCCO1, [OH-], O. The product is CCn1ncc2c(Cl)c(C(=O)O)cnc21. As a reaction SMILES: [Cl:1][c:2]1[c:3]2[c:4]([n:5][cH:6][c:7]1[C:8](=[O:9])[O:10][CH2:11][CH3:12])[n:13]([CH2:16][CH3:17])[n:14][cH:15]2.[K+:19].[O:20]1[CH2:21][CH2:22][O:23][CH2:24][CH2:25]1.[OH-:18].[OH2:26]>>[Cl:1][c:2]1[c:3]2[c:4]([n:5][cH:6][c:7]1[C:8](=[O:9])[OH:10])[n:13]([CH2:16][CH3:17])[n:14][cH:15]2. The reactants are ( V ), Intermediate 6, C1(=CC=CC=C1)[C@H](C1=NC=CC=C1)NC(=O)[C@@H]1SCCN1C(=O)OC(C)(C)C (tert-butyl (2S)-2-({[(R)-phenyl(pyridin-2-yl)methyl]amino}carbonyl)-1,3-thiazolidine-3-carboxylate), Cl (HCl), [OH-].[Na+] (NaOH), [OH-].[Na+] (NaOH). The solvent is C(Cl)Cl (DCM). Run at temperature -30 celsius, time 3 hour. Product: desired product, Cl.C1(=CC=CC=C1)[C@@H](NC(=O)[C@@H]1SCCN1)C1=NC=CC=C1 ((2S)—N—[(R)-phenyl(pyridin-2-yl)methyl]-1,3-thiazolidine-2-carboxamide hydrochloride). Reaction SMILES: [C:1]1([C@@H:7]([NH:14][C:15]([C@H:17]2[N:21](C(OC(C)(C)C)=O)[CH2:20][CH2:19][S:18]2)=[O:16])[C:8]2[CH:13]=[CH:12][CH:11]=[CH:10][N:9]=2)[CH:6]=[CH:5][CH:4]=[CH:3][CH:2]=1.[ClH:29].[OH-].[Na+]>C(Cl)Cl>[ClH:29].[C:1]1([C@H:7]([C:8]2[CH:13]=[CH:12][CH:11]=[CH:10][N:9]=2)[NH:14][C:15]([C@H:17]2[NH:21][CH2:20][CH2:19][S:18]2)=[O:16])[CH:2]=[CH:3][CH:4]=[CH:5][CH:6]=1 |f:2.3,5.6|. Reported procedure: In a 6 L 4-neck flask, was added a solution containing a compound of general structure (V) (Intermediate 6, 60 g g, 150.18 mmol), e.g., tert-butyl (2S)-2-({[(R)-phenyl(pyridin-2-yl)methyl]amino}carbonyl)-1,3-thiazolidine-3-carboxylate, in DCM under argon atmosphere (1250 ml). At −30° C., a solution of HCl conc. (627 mL, 7509 mmol) was added slowly during a period of 40 minutes. The reaction mixture was stirred at −30° C. for 3 h 30. The reaction was kept at −30° C. and a solution of 1 L of NAOH ... The reactants are CC12CCC(CC2O1)CO ((6-methyl-7-oxabicyclo[4.1.0]hept-3-yl)methanol), C([O-])([O-])=O.[Na+].[Na+] (sodium carbonate), C(C)(=O)OC=C (vinyl acetate), di-μ-chlorobis(1,5-cyclooctadiene)diiridium(I) [Ir(cod)Cl]2, C(C)(=O)OC=C (vinyl acetate). Run in C1(=CC=CC=C1)C (toluene). Reaction conditions: time 1 hour. The product is CC12CCC(CC2O1)OC=C (1-methyl-4-vinyloxy-7-oxabicyclo[4.1.0]heptane). Isolated yield 95.0%. As a reaction SMILES: C(=O)([O-])[O-].[Na+].[Na+].[C:7]([O:10][CH:11]=[CH2:12])(=O)[CH3:8].C[C:14]12[O:20][CH:19]1[CH2:18]C(CO)[CH2:16][CH2:15]2>C1(C)C=CC=CC=1>[CH3:12][C:11]12[O:10][CH:7]1[CH2:8][CH:14]([O:20][CH:19]=[CH2:18])[CH2:15][CH2:16]2 |f:0.1.2|. Procedure: A mixture (100 mL) of sodium carbonate (0.06 mol) and toluene was heated to 95° C. 4.2 g of vinyl acetate was added dropwise to the mixture. Next, maintaining the temperature of the reaction mixture, and fifteen minutes later, further the mixture was combined with di-μ-chlorobis(1,5-cyclooctadiene)diiridium(I) [Ir(cod)Cl]2 (0.5 mmol). Next, (6-methyl-7-oxabicyclo[4.1.0]hept-3-yl)methanol (0.05 mol) was added dropwise over for two hours, and a reaction was carried out in a nitrogen atmosphere whi... Yields the product O=CN(Cc1ccccc1)C1CCCc2ccc([N+](=O)[O-])cc2C1. As a reaction SMILES: [C:30](=[O:31])([O-:32])[OH:33].[CH2:1]([c:2]1[cH:3][cH:4][cH:5][cH:6][cH:7]1)[NH:8][CH:9]1[CH2:10][c:11]2[c:12]([cH:16][cH:17][c:18]([N+:20](=[O:21])[O-:22])[cH:19]2)[CH2:13][CH2:14][CH2:15]1.[CH3:23][C:24](=[O:25])[O:26][C:27](=[O:28])[CH3:29].[CH:35]([OH:36])=[O:37].[Na+:34]>>[CH2:1]([c:2]1[cH:3][cH:4][cH:5][cH:6][cH:7]1)[N:8]([CH:9]1[CH2:10][c:11]2[c:12]([cH:16][cH:17][c:18]([N+:20](=[O:21])[O-:22])[cH:19]2)[CH2:13][CH2:14][CH2:15]1)[CH:24]=[O:25]. Reactants: O=C([O-])O, O=[N+]([O-])c1ccc2c(c1)CC(NCc1ccccc1)CCC2, CC(=O)OC(C)=O, O=CO, [Na+].